From a dataset of the Open Reaction Database (ORD), a public repository of structured organic reaction records. describe an organic reaction: reactants, conditions, products, and yield Reaction SMILES: [Br:15][CH2:16][c:17]1[cH:18][cH:19][cH:20][cH:21][cH:22]1.[CH3:29][C:30](=[O:31])[CH3:32].[K+:23].[K+:24].[O-:25][C:26]([O-:27])=[O:28].[OH2:33].[OH:1][c:2]1[cH:3][cH:4][c:5]([CH:8]2[CH2:9][CH2:10][C:11](=[O:14])[CH2:12][CH2:13]2)[cH:6][cH:7]1>>[O:1]([c:2]1[cH:3][cH:4][c:5]([CH:8]2[CH2:9][CH2:10][C:11](=[O:14])[CH2:12][CH2:13]2)[cH:6][cH:7]1)[CH2:16][c:17]1[cH:18][cH:19][cH:20][cH:21][cH:22]1. Reactants: BrCc1ccccc1, CC(C)=O, [K+], [K+], O=C([O-])[O-], O, O=C1CCC(c2ccc(O)cc2)CC1. The product is O=C1CCC(c2ccc(OCc3ccccc3)cc2)CC1.